This data is from the Open Reaction Database (ORD), a public repository of structured organic reaction records. The task is: describe an organic reaction: reactants, conditions, products, and yield Reactants: amine, C(CCl)Cl (EDC), NC(CC1=CC=CC=C1)C(=O)O (DL-phenylalanine), ClC1=CC=C(C=C1)N=C=O (4-chlorophenyl isocyanate), CN1C(=NCC1)C1=CC=C(C=C1)N (4-(1-Methyl-4,5-dihydro-1H-imidazol-2-yl)-phenylamine). Solvent: O (H2O), CN(C)C=O (DMF). Run at time 8 hour. The product is CN1C(=NCC1)C1=CC=C(C=C1)NC(C(NC(=O)NC1=CC=C(C=C1)Cl)CC1=CC=CC=C1)=O (N-[4-(1-methyl-4,5-dihydro-1H-imidazol-2-yl)phenyl]-2-benzyl-2-(4-chlorophenylaminocarbonylamino)-acetamide). Isolated yield 40.3%. As a reaction SMILES: [NH2:1][CH:2]([C:10]([OH:12])=O)[CH2:3][C:4]1[CH:9]=[CH:8][CH:7]=[CH:6][CH:5]=1.[Cl:13][C:14]1[CH:19]=[CH:18][C:17]([N:20]=[C:21]=[O:22])=[CH:16][CH:15]=1.[CH3:23][N:24]1[CH2:28][CH2:27][N:26]=[C:25]1[C:29]1[CH:34]=[CH:33][C:32]([NH2:35])=[CH:31][CH:30]=1.C(Cl)CCl>CN(C=O)C.O>[CH3:23][N:24]1[CH2:28][CH2:27][N:26]=[C:25]1[C:29]1[CH:34]=[CH:33][C:32]([NH:35][C:10](=[O:12])[CH:2]([CH2:3][C:4]2[CH:5]=[CH:6][CH:7]=[CH:8][CH:9]=2)[NH:1][C:21]([NH:20][C:17]2[CH:18]=[CH:19][C:14]([Cl:13])=[CH:15][CH:16]=2)=[O:22])=[CH:31][CH:30]=1. Reported procedure: To a solution of DL-phenylalanine (83 mg, 0.50 mmol) in DMF (6 mL), 4-chlorophenyl isocyanate (77 mg, 0.50 mmol) was added. The mixture was then stirred at room temperature overnight. To the reaction mixture, 4-(1-Methyl-4,5-dihydro-1H-imidazol-2-yl)-phenylamine (180 mg, 1.02 mmol) and H2O (1 mL, to solubilize the amine) were added. To the solution, EDC (200 mg, 1.04 mmol) was added. After being stirred at room temperature overnight, the solution was concentrated in vacuo. The residue was purifi... The reactants are FC=1C=C(C=CC1OC)N (3-fluoro-4-methoxybenzenamine), C(C(=C)CC(=O)O)(=O)O (itaconic acid). The solvent is CO (MeOH). Reaction conditions: temperature 110 celsius. Product: FC=1C=C(C=CC1OC)N1CC(CC1=O)C(=O)O (1-(3-fluoro-4-methoxyphenyl)-5-oxopyrrolidine-3-carboxylic acid). As a reaction SMILES: [F:1][C:2]1[CH:3]=[C:4]([NH2:10])[CH:5]=[CH:6][C:7]=1[O:8][CH3:9].[C:11]([OH:19])(=[O:18])[C:12]([CH2:14][C:15](O)=[O:16])=[CH2:13]>CO>[F:1][C:2]1[CH:3]=[C:4]([N:10]2[C:15](=[O:16])[CH2:14][CH:12]([C:11]([OH:19])=[O:18])[CH2:13]2)[CH:5]=[CH:6][C:7]=1[O:8][CH3:9]. Procedure details: A mixture of 3-fluoro-4-methoxybenzenamine (7.5 g, 0.053 mmol) and itaconic acid (6.9 g, 0.053 mmol) was heated to 110° C. for 2 h. The yellow solid was dissolved in 100 mL of MeOH and concentrated in vacuo. The resulting solid was washed with 50% EtOAc/hexanes to give the title compound as a light yellow solid. MS (ESI pos. ion) m/z: 254.2 (M+H). Calc'd Exact Mass for C12H12FNO4: 253.23. Starting materials: Cl.C(C)NC\C=C\C#CC(C)(C)C ((E)-N-ethyl-6,6-dimethyl-2-hepten-4-ynylamine hydrochloride), C([O-])([O-])=O.[K+].[K+] (potassium carbonate), [I-].[K+] (potassium iodide), 3(3-chlromethylphenyl)-1-(3-thienylmethoxy)-2-propanol, ClCC=1C=C(C=CC1)/C=C/COCC1=CSC=C1 ((E)-3-[3-(3-chloromethylphenyl)-2-propenyloxymethyl]thiophene), ClC1=CC(=CC=C1)C(=O)OO (m-chloroperbenzoic acid), [Li] (lithium), [H-] (hydride). Solvent: CN(C=O)C (dimethylformamide), C(C)OCC (ethyl ether), C(C)OCC (ethyl ether), O (water), C1=CC=CC=C1 (benzene). Run at time 8 hour. Product: C(C)N(C\C=C\C#CC(C)(C)C)CC1=CC(=CC=C1)CC(COCC1=CSC=C1)O ((E)-N-ethyl-N-(6,6-dimethyl-2-hepten-4-ynyl)-3-[2-hydroxy-3-(3-thienylmethoxy) propyl]benzylamine). As a reaction SMILES: Cl[CH2:2][C:3]1[CH:4]=[C:5](/[CH:9]=[CH:10]/[CH2:11][O:12][CH2:13][C:14]2[CH:18]=[CH:17][S:16][CH:15]=2)[CH:6]=[CH:7][CH:8]=1.ClC1C=CC=C(C(OO)=[O:27])C=1.[Li].[H-].Cl.[CH2:33]([NH:35][CH2:36]/[CH:37]=[CH:38]/[C:39]#[C:40][C:41]([CH3:44])([CH3:43])[CH3:42])[CH3:34].C(=O)([O-])[O-].[K+].[K+].[I-].[K+]>C1C=CC=CC=1.C(OCC)C.CN(C)C=O.O>[CH2:33]([N:35]([CH2:2][C:3]1[CH:8]=[CH:7][CH:6]=[C:5]([CH2:9][CH:10]([OH:27])[CH2:11][O:12][CH2:13][C:14]2[CH:18]=[CH:17][S:16][CH:15]=2)[CH:4]=1)[CH2:36]/[CH:37]=[CH:38]/[C:39]#[C:40][C:41]([CH3:43])([CH3:42])[CH3:44])[CH3:34] |f:4.5,6.7.8,9.10,^1:29|. Procedure details: 62 mg of 3(3-chlromethylphenyl)-1-(3-thienylmethoxy)-2-propanol [synthesized by the epoxidation reaction of (E)-3-[3-(3-chloromethylphenyl)-2-propenyloxymethyl]thiophene with m-chloroperbenzoic acid in benzene, followed by the reduction with lithium aluminun hydride in ethyl ether] was dissolved in 1 ml of dimethylformamide, and 47 mg of (E)-N-ethyl-6,6-dimethyl-2-hepten-4-ynylamine hydrochloride, 49 mg of potassium carbonate and 3 mg of potassium iodide were added. The mixture was stirred overn... The reactants are COCC1=NC2=C(N1CC1=CC=C(C=C1)C1=C(C=CC=C1)C1=NN=NN1)C(=CC=C2)C(=O)OC (methyl 2-methoxymethyl-1-[[2'-(1H-tetrazol-5-yl)biphenyl-4-yl]methyl]benzimidazole-7-carboxylate), [OH-].[Na+] (NaOH). Solvent: O (H2O), CO (methanol). The product is COCC1=NC2=C(N1CC1=CC=C(C=C1)C1=C(C=CC=C1)C1=NN=NN1)C(=CC=C2)C(=O)O (2-Methoxymethyl-1-[[2'-(1H-tetrazol-5-yl)biphenyl-4-yl]methyl]benzimidazole-7-carboxylic acid). The yield is 82.5%. As a reaction SMILES: [CH3:1][O:2][CH2:3][C:4]1[N:8]([CH2:9][C:10]2[CH:15]=[CH:14][C:13]([C:16]3[CH:21]=[CH:20][CH:19]=[CH:18][C:17]=3[C:22]3[NH:26][N:25]=[N:24][N:23]=3)=[CH:12][CH:11]=2)[C:7]2[C:27]([C:31]([O:33]C)=[O:32])=[CH:28][CH:29]=[CH:30][C:6]=2[N:5]=1.[OH-].[Na+]>CO.O>[CH3:1][O:2][CH2:3][C:4]1[N:8]([CH2:9][C:10]2[CH:11]=[CH:12][C:13]([C:16]3[CH:21]=[CH:20][CH:19]=[CH:18][C:17]=3[C:22]3[NH:26][N:25]=[N:24][N:23]=3)=[CH:14][CH:15]=2)[C:7]2[C:27]([C:31]([OH:33])=[O:32])=[CH:28][CH:29]=[CH:30][C:6]=2[N:5]=1 |f:1.2|. Reported procedure: A solution of methyl 2-methoxymethyl-1-[[2'-(1H-tetrazol-5-yl)biphenyl-4-yl]methyl]benzimidazole-7-carboxylate (0.2 g) in methanol (10 ml) and 1N-NaOH (1.5 ml) was heated at 80° C. for 20 hours. The solution was concentrated to dryness to give a residue. The residue was dissolved in H2O and made acidic to give a crystalline product. Recrystallization from DMF-MeOH-H2O gave colorless prisms (0.16 g, 80%). The reactants are C(C1=CC=CC=C1)OC(CC1=CC=C(C=C1)C(C)(C)C)=O ((4-tert-butyl-phenyl) acetic acid benzyl ester), [Li+].C[Si](C)(C)[N-][Si](C)(C)C (LiHMDS), COC(C1=CC=C(C=C1)C(C)Br)=O (4-(1-bromo-ethyl)-benzoic acid methyl ester). The solvent is C1CCOC1 (THF). Conditions: temperature -78 celsius, time 1.5 hour. Yields the product COC(C1=CC=C(C=C1)C(C(C1=CC=C(C=C1)C(C)(C)C)C(=O)OCC1=CC=CC=C1)C)=O (4-[2-benzyloxycarbonyl-2-(4-tert-butyl-phenyl)-1-methyl-ethyl]-benzoic acid methyl ester). Reaction SMILES: [CH2:1]([O:8][C:9](=[O:21])[CH2:10][C:11]1[CH:16]=[CH:15][C:14]([C:17]([CH3:20])([CH3:19])[CH3:18])=[CH:13][CH:12]=1)[C:2]1[CH:7]=[CH:6][CH:5]=[CH:4][CH:3]=1.[Li+].C[Si]([N-][Si](C)(C)C)(C)C.[CH3:32][O:33][C:34](=[O:44])[C:35]1[CH:40]=[CH:39][C:38]([CH:41](Br)[CH3:42])=[CH:37][CH:36]=1>C1COCC1>[CH3:32][O:33][C:34](=[O:44])[C:35]1[CH:40]=[CH:39][C:38]([CH:41]([CH3:42])[CH:10]([C:9]([O:8][CH2:1][C:2]2[CH:3]=[CH:4][CH:5]=[CH:6][CH:7]=2)=[O:21])[C:11]2[CH:16]=[CH:15][C:14]([C:17]([CH3:18])([CH3:20])[CH3:19])=[CH:13][CH:12]=2)=[CH:37][CH:36]=1 |f:1.2|. Procedure details: To a stirred solution of (4-tert-butyl-phenyl) acetic acid benzyl ester (Step C, 1.8 g, 6.38 mmol) in anhydrous THF (15 mL) was added LiHMDS (9.57 mL, 9.57 mmol, 1.0 M solution in toluene) at −78° C. The reaction mixture was stirred for 1.5 h at −78° C., and then 4-(1-bromo-ethyl)-benzoic acid methyl ester (1.7 g, 7.02 mmol, in THF 5.0 mL) was added dropwise, stirred for 2 h at −78° C. and then allowed to warm to rt for 1 h. After completion of the reaction quenched with saturated NH4Cl solution...